This data is from the Open Reaction Database (ORD), a public repository of structured organic reaction records. The task is: describe an organic reaction: reactants, conditions, products, and yield The reactants are COc1cc2c(cc1Br)-c1cc3c(n1CC2)C(=O)N(C(C)(C)C)CCCC3, O=C1CCC(=O)N1Br, CN(C)C=O, O. Product: COc1cc2c(cc1Br)-c1c(Br)c3c(n1CC2)C(=O)N(C(C)(C)C)CCCC3. RXN SMILES: [C:1]([CH3:2])([CH3:3])([CH3:4])[N:5]1[C:6](=[O:27])[c:7]2[c:8]([cH:9][c:10]3[n:11]2[CH2:12][CH2:13][c:14]2[cH:15][c:16]([O:21][CH3:22])[c:17]([Br:20])[cH:18][c:19]2-3)[CH2:23][CH2:24][CH2:25][CH2:26]1.[O:28]=[C:29]1[N:30]([Br:35])[C:31](=[O:32])[CH2:33][CH2:34]1.[O:36]=[CH:37][N:38]([CH3:39])[CH3:40].[OH2:41]>>[C:1]([CH3:2])([CH3:3])([CH3:4])[N:5]1[C:6](=[O:27])[c:7]2[c:8]([c:9]([Br:35])[c:10]3[n:11]2[CH2:12][CH2:13][c:14]2[cH:15][c:16]([O:21][CH3:22])[c:17]([Br:20])[cH:18][c:19]2-3)[CH2:23][CH2:24][CH2:25][CH2:26]1. Starting materials: C1(=CC=CC=C1)S (thiophenol), CC(C)=C (isobutylene). Run at temperature 70 celsius. Yields the product C(C)(C)(C)C1=CC=C(C=C1)S (4-(tert-butyl)thiophenol). Isolated yield 67.4%. As a reaction SMILES: [C:1]1([SH:7])[CH:6]=[CH:5][CH:4]=[CH:3][CH:2]=1.[CH3:8][C:9](=[CH2:11])[CH3:10]>>[C:9]([C:4]1[CH:5]=[CH:6][C:1]([SH:7])=[CH:2][CH:3]=1)([CH3:11])([CH3:10])[CH3:8]. Reported procedure: To a mixture of 1100 grams (10.0 moles) of thiophenol, and 300 grams of boron trifluoride-phosphoric acid complex was slowly added, with stirring, 620 grams (10.9 moles) of isobutylene at 0° C. After addition was complete the mixture was stirred at 0°-10° C. for two hours. The mixture was then heated to 70° C. and stirred at 70°-75° C. for two hours. The reaction mixture was cooled to 25° C. and the organic layer was separated from the lower catalyst layer and added to 500 ml of toluene. The tol...